This data is from the Open Reaction Database (ORD), a public repository of structured organic reaction records. The task is: describe an organic reaction: reactants, conditions, products, and yield Product: CN1CCC(CC1)NS(=O)(=O)C1=CC=C(C=C1)[N+](=O)[O-] (N-(1-methyl-piperidin-4-yl)-4-nitro-benzenesulfonamide). Isolated yield 91.1%. Run in C(C)(=O)OCC (ethyl acetate). Reaction conditions: time 1 hour. Reaction SMILES: [NH2:1][CH:2]1[CH2:7][CH2:6][N:5]([CH3:8])[CH2:4][CH2:3]1.C(N(C(C)C)C(C)C)C.ClCCl.[N+:21]([C:24]1[CH:29]=[CH:28][C:27]([S:30](Cl)(=[O:32])=[O:31])=[CH:26][CH:25]=1)([O-:23])=[O:22]>C(OCC)(=O)C>[CH3:8][N:5]1[CH2:6][CH2:7][CH:2]([NH:1][S:30]([C:27]2[CH:26]=[CH:25][C:24]([N+:21]([O-:23])=[O:22])=[CH:29][CH:28]=2)(=[O:31])=[O:32])[CH2:3][CH2:4]1. Starting materials: NC1CCN(CC1)C (4-amino-1-methylpiperidine), C(C)N(C(C)C)C(C)C (ethyldiisopropylamine), ClCCl (dichloromethane), [N+](=O)([O-])C1=CC=C(C=C1)S(=O)(=O)Cl (4-nitrobenzenesulfonyl chloride). Procedure: To a solution of 0.570 g (0.00477 mole) of 4-amino-1-methylpiperidine, 1.5 mL of ethyldiisopropylamine and 20 mL of dichloromethane at 0 degrees, was added 1.000 g (0.00451 mole) of 4-nitrobenzenesulfonyl chloride. The mixture was stirred for 1 hour and then diluted with 100 mL of ethyl acetate and washed successively twice with 20 mL of saturated sodium bicarbonate solution, twice with 20 mL of brine, dried over anhydrous sodium sulfate, filtered and concentrated under reduced pressure to give ... The reactants are O=C1N2CCC3=C(C2=C(C=C1C1=CC=CC=C1)C#N)SC=C3 (4,5-dihydro-7-oxo-8-phenyl-7H-thieno[2,3-a]quinolizine-10-carbonitrile), [OH-].[Na+] (sodium hydroxide), Cl (hydrochloric acid). Run in O1CCCC1 (tetrahydrofuran), O1CCCC1 (tetrahydrofuran). Product: Cl.NCC=1C=C(C(N2CCC3=C(C12)SC=C3)=O)C3=CC=CC=C3 (10-(aminomethyl)-4,5-dihydro-8-phenyl-7H-thieno[2,3-a]quinolizin-7-one hydrochloride). As a reaction SMILES: [O:1]=[C:2]1[C:11]([C:12]2[CH:17]=[CH:16][CH:15]=[CH:14][CH:13]=2)=[CH:10][C:9]([C:18]#[N:19])=[C:8]2[N:3]1[CH2:4][CH2:5][C:6]1[CH:22]=[CH:21][S:20][C:7]=12.[ClH:23].[OH-].[Na+]>O1CCCC1>[ClH:23].[NH2:19][CH2:18][C:9]1[CH:10]=[C:11]([C:12]2[CH:17]=[CH:16][CH:15]=[CH:14][CH:13]=2)[C:2](=[O:1])[N:3]2[C:8]=1[C:7]1[S:20][CH:21]=[CH:22][C:6]=1[CH2:5][CH2:4]2 |f:2.3,5.6|. Reported procedure: A solution of 1.5 g of 4,5-dihydro-7-oxo-8-phenyl-7H-thieno[2,3-a]quinolizine-10-carbonitrile in 15 ml of tetrahydrofuran was treated with 20 ml of a 1M BH3 /tetrahydrofuran solution and stirred at room temperature until the reaction was finished. The mixture was then acidified cautiously with 2N hydrochloric acid while cooling with ice, heated to boiling for a short time and made alkaline with 2N sodium hydroxide solution. The tetrahydrofuran was removed in vacuo and the aqueous residue was ext... Run in N1=CC=CC=C1 (pyridine), C1CCOC1 (THF). Reaction conditions: time 1 hour. Starting materials: C(C)(C)(C)[SiH2]OC(C(CC(=O)NS(=O)(=O)C)NC(=O)C1CCC2N1C(C(CC=CC2)NC(=O)C2=CC1=CC=CC=C1C=C2)=O)(C)C (6-[(Naphthalene-2-carbonyl)-amino]-5-oxo-1,2,3,5,6,7,10,10a-octahydro-pyrrolo[1,2-a]azocine-3-carboxylic acid [1-(tert-butyl-dimethyl-silanyloxymethyl)-3-methanesulfonylamino-3-oxo-propyl]-amide), P(=O)([O-])([O-])[O-] (phosphate). Yield: 64.4%. As a reaction SMILES: C([SiH2][O:6][C:7](C)(C)[CH:8]([NH:17][C:18]([CH:20]1[N:24]2[C:25](=[O:44])[CH:26]([NH:31][C:32]([C:34]3[CH:43]=[CH:42][C:41]4[C:36](=[CH:37][CH:38]=[CH:39][CH:40]=4)[CH:35]=3)=[O:33])[CH2:27][CH:28]=[CH:29][CH2:30][CH:23]2[CH2:22][CH2:21]1)=[O:19])[CH2:9][C:10]([NH:12][S:13]([CH3:16])(=[O:15])=[O:14])=[O:11])(C)(C)C.P([O-])([O-])([O-])=O>C1COCC1.N1C=CC=CC=1>[OH:6][CH2:7][CH:8]([NH:17][C:18]([CH:20]1[N:24]2[C:25](=[O:44])[CH:26]([NH:31][C:32]([C:34]3[CH:43]=[CH:42][C:41]4[C:36](=[CH:37][CH:38]=[CH:39][CH:40]=4)[CH:35]=3)=[O:33])[CH2:27][CH:28]=[CH:29][CH2:30][CH:23]2[CH2:22][CH2:21]1)=[O:19])[CH2:9][C:10]([NH:12][S:13]([CH3:16])(=[O:14])=[O:15])=[O:11]. Yields the product OCC(CC(=O)NS(=O)(=O)C)NC(=O)C1CCC2N1C(C(CC=CC2)NC(=O)C2=CC1=CC=CC=C1C=C2)=O (6-[(Naphthalene-2-carbonyl)-amino]-5-oxo-1,2,3,5,6,7,10,10a-octahydro-pyrrolo[1,2-a]azocine-3-carboxylic acid (1-hydroxymethyl-3-methanesulfonylamino-3-oxo-propyl)-amide). Reported procedure: To a solution of 6-[(Naphthalene-2-carbonyl)-amino]-5-oxo-1,2,3,5,6,7,10,10a-octahydro-pyrrolo[1,2-a]azocine-3-carboxylic acid [1-(tert-butyl-dimethyl-silanyloxymethyl)-3-methanesulfonylamino-3-oxo-propyl]-amide (160 mg, 0.24 mmol) in THF (6 mL) at 0 C. is added HF in pyridine (0.3 mL). The solution is stirred at 0 C. for 1 h, poured into pH=7 phosphate buffer, and extracted with CH2Cl2. The combined organic extracts are washed with brine, dried (Na2SO4), filtered, and concentrated. The crude re... Reactants: BrCc1ccc(-c2ccccc2-c2nnnn2C(c2ccccc2)(c2ccccc2)c2ccccc2)cc1, O=C([O-])[O-], [K+], [K+], CN(C)C=O, CCCc1nc(-c2cccc3ccccc23)c(C=O)[nH]1. The product is CCCc1nc(-c2cccc3ccccc23)c(C=O)n1Cc1ccc(-c2ccccc2-c2nnnn2C(c2ccccc2)(c2ccccc2)c2ccccc2)cc1. Reaction SMILES: [Br:21][CH2:22][c:23]1[cH:24][cH:25][c:26](-[c:29]2[c:30](-[c:35]3[n:36][n:37][n:38][n:39]3[C:40]([c:41]3[cH:42][cH:43][cH:44][cH:45][cH:46]3)([c:47]3[cH:48][cH:49][cH:50][cH:51][cH:52]3)[c:53]3[cH:54][cH:55][cH:56][cH:57][cH:58]3)[cH:31][cH:32][cH:33][cH:34]2)[cH:27][cH:28]1.[C:59](=[O:60])([O-:61])[O-:62].[K+:63].[K+:64].[O:65]=[CH:66][N:67]([CH3:68])[CH3:69].[c:1]1(-[c:11]2[n:12][c:13]([CH2:18][CH2:19][CH3:20])[nH:14][c:15]2[CH:16]=[O:17])[cH:2][cH:3][cH:4][c:5]2[cH:6][cH:7][cH:8][cH:9][c:10]12>>[c:1]1(-[c:11]2[n:12][c:13]([CH2:18][CH2:19][CH3:20])[n:14]([CH2:22][c:23]3[cH:24][cH:25][c:26](-[c:29]4[c:30](-[c:35]5[n:36][n:37][n:38][n:39]5[C:40]([c:41]5[cH:42][cH:43][cH:44][cH:45][cH:46]5)([c:47]5[cH:48][cH:49][cH:50][cH:51][cH:52]5)[c:53]5[cH:54][cH:55][cH:56][cH:57][cH:58]5)[cH:31][cH:32][cH:33][cH:34]4)[cH:27][cH:28]3)[c:15]2[CH:16]=[O:17])[cH:2][cH:3][cH:4][c:5]2[cH:6][cH:7][cH:8][cH:9][c:10]12. The reactants are ClC(C(=O)Cl)C (2-chloropropionyl chloride), [Al+3].[Cl-].[Cl-].[Cl-] (AlCl3), N1C(CCC2=CC=CC=C12)=O (3,4-dihydroquinolin-2(1H)-one). Solvent: C(=S)=S (CS2). Product: ClC(C(=O)C=1C=C2CCC(NC2=CC1)=O)C (6-(2-Chloropropionyl)-3,4-dihydroquinolin-2-(1H) -one). The yield is 85.7%. As a reaction SMILES: [Al+3].[Cl-].[Cl-].[Cl-].[Cl:5][CH:6]([CH3:10])[C:7](Cl)=[O:8].[NH:11]1[C:20]2[C:15](=[CH:16][CH:17]=[CH:18][CH:19]=2)[CH2:14][CH2:13][C:12]1=[O:21]>C(=S)=S>[Cl:5][CH:6]([CH3:10])[C:7]([C:17]1[CH:16]=[C:15]2[C:20](=[CH:19][CH:18]=1)[NH:11][C:12](=[O:21])[CH2:13][CH2:14]2)=[O:8] |f:0.1.2.3|. Procedure details: A suspension of 72.5 g (0.544 mol) of AlCl3 in 800 mL of CS2 was stirred under dry N2 while 14.1 mL (20.0 g, 0.177 mol) of 2-chloropropionyl chloride was added followed by 20.0 g (0.136 mol) of 3,4-dihydroquinolin-2(1H)-one. The reaction mixture was refluxed for 4 h at which time a separation of phases was noted. The reaction was quenched by pouring onto ice with vigorous stirring. The pale yellow precipitate which formed was separated by filtration, washed with water and dried overnight over P2... Starting materials: CCOC(C)=O, CC1(C)OCC(Cn2ccc(NC(=O)C(Cc3ccccc3Cl)N3CC(Oc4ccccc4Cl)=CC3=O)n2)O1, O=C(Nc1ccn(CC(O)CO)n1)C(Cc1ccc(Cl)cc1)N1CC(Oc2ccccc2Cl)=CC1=O, Cl, C1CCOC1. Yields the product O=C(Nc1ccn(CC(O)CO)n1)C(Cc1ccccc1Cl)N1CC(Oc2ccccc2Cl)=CC1=O. Reaction SMILES: [CH3:82][CH2:83][O:84][C:85](=[O:86])[CH3:87].[Cl:1][c:2]1[c:3]([O:4][C:5]2=[CH:6][C:7](=[O:35])[N:8]([CH:10]([C:11](=[O:12])[NH:13][c:14]3[n:15][n:16]([CH2:19][CH:20]4[O:21][C:22]([CH3:25])([CH3:26])[O:23][CH2:24]4)[cH:17][cH:18]3)[CH2:27][c:28]3[c:29]([Cl:34])[cH:30][cH:31][cH:32][cH:33]3)[CH2:9]2)[cH:36][cH:37][cH:38][cH:39]1.[Cl:41][c:42]1[cH:43][cH:44][cH:45][cH:46][c:47]1[O:48][C:49]1=[CH:76][C:74](=[O:75])[N:51]([CH:52]([CH2:53][c:54]2[cH:55][cH:56][c:57]([Cl:58])[cH:59][cH:60]2)[C:61]([NH:62][c:63]2[cH:64][cH:65][n:66]([CH2:67][CH:68]([OH:69])[CH2:70][OH:71])[n:72]2)=[O:73])[CH2:50]1.[ClH:40].[O:77]1[CH2:78][CH2:79][CH2:80][CH2:81]1>>[Cl:1][c:2]1[c:3]([O:4][C:5]2=[CH:6][C:7](=[O:35])[N:8]([CH:10]([C:11](=[O:12])[NH:13][c:14]3[n:15][n:16]([CH2:19][CH:20]([OH:21])[CH2:24][OH:23])[cH:17][cH:18]3)[CH2:27][c:28]3[c:29]([Cl:34])[cH:30][cH:31][cH:32][cH:33]3)[CH2:9]2)[cH:36][cH:37][cH:38][cH:39]1.